This data is from the Open Reaction Database (ORD), a public repository of structured organic reaction records. The task is: describe an organic reaction: reactants, conditions, products, and yield Reactants: NC1=NC2=CC=C(C=C2C1(O)C1=CC=CC=C1)Cl (2-amino-5-chloro-3-phenyl-3H-indol-3-ol), ClCCCCl (1,3-dichloropropane). Product: ClC1=CC=2C(C=3N(C2C=C1)CCCN3)(O)C3=CC=CC=C3 (8-Chloro-2,3,4,10-tetrahydro-10-phenylpyrimido[1,2-a]indol-10-ol), hydrochloride salt. RXN SMILES: [NH2:1][C:2]1[C:10]([C:12]2[CH:17]=[CH:16][CH:15]=[CH:14][CH:13]=2)([OH:11])[C:9]2[C:4](=[CH:5][CH:6]=[C:7]([Cl:18])[CH:8]=2)[N:3]=1.Cl[CH2:20][CH2:21][CH2:22]Cl>>[Cl:18][C:7]1[CH:6]=[CH:5][C:4]2[N:3]3[CH2:20][CH2:21][CH2:22][N:1]=[C:2]3[C:10]([C:12]3[CH:17]=[CH:16][CH:15]=[CH:14][CH:13]=3)([OH:11])[C:9]=2[CH:8]=1. Procedure: Reaction of 2-amino-5-chloro-3-phenyl-3H-indol-3-ol (2.58 g) with 1,3-dichloropropane (1.1 g) according to the procedure of Example 1 step (c) gives the title compound as its hydrochloride salt, m.p. 279°-282°C (decomp). Reactants: CC(=O)CO (acetol), CC1=C(N)C(=CC(=C1)C)C (2,4,6-trimethylaniline), C(#N)CC(=O)OCC (ethyl cyanoacetate). The reagents and catalysts are O.C1(=CC=C(C=C1)S(=O)(=O)O)C (4-toluenesulfonic acid monohydrate). Run in C1=CC=CC=C1 (benzene). Reaction conditions: time 2 hour. Yields the product NC=1N(C(=CC1C(=O)OCC)C)C1=C(C=C(C=C1C)C)C (Ethyl 2-Amino-5-methyl-1-(2,4,6-trimethylphenyl)-1H-pyrrole-3-carboxylate). The yield is 28.7%. RXN SMILES: [CH3:1][C:2]([CH2:4]O)=O.[CH3:6][C:7]1[CH:13]=[C:12]([CH3:14])[CH:11]=[C:10]([CH3:15])[C:8]=1[NH2:9].[C:16]([CH2:18][C:19]([O:21][CH2:22][CH3:23])=[O:20])#[N:17]>C1C=CC=CC=1.O.C1(C)C=CC(S(O)(=O)=O)=CC=1>[NH2:17][C:16]1[N:9]([C:8]2[C:10]([CH3:15])=[CH:11][C:12]([CH3:14])=[CH:13][C:7]=2[CH3:6])[C:2]([CH3:4])=[CH:1][C:18]=1[C:19]([O:21][CH2:22][CH3:23])=[O:20] |f:4.5|. Procedure: A solution of acetol (1) (20 mL, 0.26 mol), 2,4,6-trimethylaniline (2) (36.5 mL, 0.260 mol), and 4-toluenesulfonic acid monohydrate (0.21 g) were refluxed in benzene (115 mL) using a Dean-Stark trap to remove water. After 2 hours, ethyl cyanoacetate (27.7 mL, 0.26 mol) was added and heating was continued for 14 hours. The mixture was cooled to room temperature, concentrated, and the residue chromatographed (elution with 15% ethyl acetate in hexanes) to afford 21.4 g (29%) of compound (11) as a y... Starting materials: N1=CC=CC=C1 (pyridine), COC=1C=C(C=C(C1OC)OC)C(CC(CC1=CC=C(C=C1)N)NC([C@H]1NCCC1)=O)=O (L-proline, 1-[2-(3,4,5-trimethoxyphenyl)-2-oxoethyl] 2-(4-aminophenyl)ethylamide), C(C)(=O)Cl (acetyl chloride). Solvent: O1CCCC1 (tetrahydrofuran). Conditions: temperature 22 celsius. The product is COC=1C=C(C=C(C1OC)OC)C(CC(CC1=CC=C(C=C1)NC(C)=O)NC([C@H]1NCCC1)=O)=O (L-proline, 1-[2-(3,4,5-trimethoxyphenyl)-2-oxoethyl] 2-(4-(N-acetyl)aminophenyl)ethylamide). Isolated yield 62.9%. RXN SMILES: [CH3:1][O:2][C:3]1[CH:4]=[C:5]([C:13](=[O:32])[CH2:14][CH:15]([NH:24][C:25](=[O:31])[C@@H:26]2[CH2:30][CH2:29][CH2:28][NH:27]2)[CH2:16][C:17]2[CH:22]=[CH:21][C:20]([NH2:23])=[CH:19][CH:18]=2)[CH:6]=[C:7]([O:11][CH3:12])[C:8]=1[O:9][CH3:10].N1C=CC=CC=1.[C:39](Cl)(=[O:41])[CH3:40]>O1CCCC1>[CH3:12][O:11][C:7]1[CH:6]=[C:5]([C:13](=[O:32])[CH2:14][CH:15]([NH:24][C:25](=[O:31])[C@@H:26]2[CH2:30][CH2:29][CH2:28][NH:27]2)[CH2:16][C:17]2[CH:22]=[CH:21][C:20]([NH:23][C:39](=[O:41])[CH3:40])=[CH:19][CH:18]=2)[CH:4]=[C:3]([O:2][CH3:1])[C:8]=1[O:9][CH3:10]. Reported procedure: In an oven-dried round bottomed flask was added L-proline, 1-[2-(3,4,5-trimethoxyphenyl)-2-oxoethyl] 2-(4-aminophenyl)ethylamide (100 mg, 0.23 mmol), and tetrahydrofuran (5 mL). The solution was stirred at 22° C., and treated with pyridine (0.037 mL, 0.45 mmol, 2.0 eq) followed by acetyl chloride (0.024 mL, 0.34 mmol, 1.5 eq). The reaction mixture was allowed to stir for one hour. The solvent was removed in vacuo and the residue partitioned between EtOAc (50 mL) and sat. NaHCO3 (50 mL). The orga... Isolated yield 67.9%. As a reaction SMILES: [CH2:1]([N:3]([C:29](=O)[C:30]1[CH:35]=[CH:34][C:33]([OH:36])=[C:32]([F:37])[CH:31]=1)[C:4]1[CH:9]=[C:8]([O:10][CH3:11])[CH:7]=[CH:6][C:5]=1[CH:12]1[CH2:21][CH2:20][C:19]2[CH:18]=[C:17]([O:22]C(=O)C(C)(C)C)[CH:16]=[CH:15][C:14]=2[CH2:13]1)[CH3:2].Cl[CH2:40][C:41]([N:43]1[CH2:48][CH2:47][CH:46]([CH3:49])[CH2:45][CH2:44]1)=O>>[CH2:1]([N:3]([CH2:29][C:30]1[CH:35]=[CH:34][C:33]([O:36][CH2:40][CH2:41][N:43]2[CH2:48][CH2:47][CH:46]([CH3:49])[CH2:45][CH2:44]2)=[C:32]([F:37])[CH:31]=1)[C:4]1[CH:9]=[C:8]([O:10][CH3:11])[CH:7]=[CH:6][C:5]=1[CH:12]1[CH2:21][CH2:20][C:19]2[CH:18]=[C:17]([OH:22])[CH:16]=[CH:15][C:14]=2[CH2:13]1)[CH3:2]. Starting materials: C(C)N(C1=C(C=CC(=C1)OC)C1CC=2C=CC(=CC2CC1)OC(C(C)(C)C)=O)C(C1=CC(=C(C=C1)O)F)=O (pivalic acid 6-{2-[ethyl(3-fluoro-4-hydroxybenzoyl)amino]-4-methoxyphenyl}-5,6,7,8-tetrahydronaphthalen-2-yl ester), ClCC(=O)N1CCC(CC1)C (2-chloro-1-(4-methylpiperidin-1-yl)ethanone). Procedure: Synthesized from pivalic acid 6-{2-[ethyl(3-fluoro-4-hydroxybenzoyl)amino]-4-methoxyphenyl}-5,6,7,8-tetrahydronaphthalen-2-yl ester (21 mg) and 2-chloro-1-(4-methylpiperidin-1-yl)ethanone (16 mg) according to an analogous synthetic method to Example 404 and purified by LC-MS, the title compound (15 mg) was obtained. Yields the product C(C)N(C1=C(C=CC(=C1)OC)C1CC=2C=CC(=CC2CC1)O)CC1=CC(=C(C=C1)OCCN1CCC(CC1)C)F (6-{2-{Ethyl{3-fluoro-4-[2-(4-methylpiperidin-1-yl)ethoxy]benzyl}amino}-4-methoxyphenyl}-5,6,7,8-tetrahydronaphthalen-2-ol). Starting materials: O=C(O)c1ccc2c(c1)C(C(Cl)(Cl)Cl)OC(C(Cl)(Cl)Cl)O2, O=[N+]([O-])O, O=S(=O)(O)O. The product is O=C(O)c1cc2c(c([N+](=O)[O-])c1)OC(C(Cl)(Cl)Cl)OC2C(Cl)(Cl)Cl. As a reaction SMILES: [Cl:5][C:6]([CH:7]1[O:8][c:9]2[c:10]([cH:17][c:18]([C:21](=[O:22])[OH:23])[cH:19][cH:20]2)[CH:11]([C:13]([Cl:14])([Cl:15])[Cl:16])[O:12]1)([Cl:24])[Cl:25].[OH:1][N+:2]([O-:3])=[O:4].[S:26](=[O:27])(=[O:28])([OH:29])[OH:30]>>[O-:1][N+:2](=[O:4])[c:20]1[c:9]2[c:10]([cH:17][c:18]([C:21](=[O:22])[OH:23])[cH:19]1)[CH:11]([C:13]([Cl:14])([Cl:15])[Cl:16])[O:12][CH:7]([C:6]([Cl:5])([Cl:24])[Cl:25])[O:8]2. Starting materials: C(C)(C)OC(C)C (diisopropyl ether), CCCCC (pentane), CCOC=C(C(=O)OCC)C(=O)OCC (diethyl ethoxymethylene malonate), NC1=CC=C(C=C1)C(=O)C1=C(C(=C2C=CC=CN12)OC)C ((4-aminophenyl)(1-methoxy-2-methylindolizin-3-yl)methanone). The solvent is C1(=CC=CC=C1)C (toluene), C1(=CC=CC=C1)OC1=CC=CC=C1 (diphenyl ether). Reaction conditions: temperature 110 celsius. Product: COC=1C(=C(N2C=CC=CC12)C(=O)C=1C=C2C(C(=CNC2=CC1)C(=O)OCC)=O)C (Ethyl 6-[(1-methoxy-2-methylindolizin-3-yl)carbonyl]-4-oxo-1,4-dihydroquinoline-3-carboxylate). Reaction SMILES: CCO[CH:4]=[C:5]([C:11]([O:13]CC)=O)[C:6]([O:8][CH2:9][CH3:10])=[O:7].[NH2:16][C:17]1[CH:22]=[CH:21][C:20]([C:23]([C:25]2[N:33]3[C:28]([CH:29]=[CH:30][CH:31]=[CH:32]3)=[C:27]([O:34][CH3:35])[C:26]=2[CH3:36])=[O:24])=[CH:19][CH:18]=1.C(OC(C)C)(C)C.CCCCC>C1(C)C=CC=CC=1.C1(OC2C=CC=CC=2)C=CC=CC=1>[CH3:35][O:34][C:27]1[C:26]([CH3:36])=[C:25]([C:23]([C:20]2[CH:21]=[C:22]3[C:17](=[CH:18][CH:19]=2)[NH:16][CH:4]=[C:5]([C:6]([O:8][CH2:9][CH3:10])=[O:7])[C:11]3=[O:13])=[O:24])[N:33]2[C:28]=1[CH:29]=[CH:30][CH:31]=[CH:32]2. Reported procedure: 0.36 ml of diethyl ethoxymethylene malonate is added, under an inert atmosphere at ambient temperature, to 0.4 g (1.43 mmol) of (4-aminophenyl)(1-methoxy-2-methylindolizin-3-yl)methanone in 6 ml of toluene. The reaction medium is heated at 110° C. for 1 h 45 and then concentrated under reduced pressure. The residue obtained is dissolved in 8.2 ml of diphenyl ether and then heated at 230° C. for 1 h 20. After the addition of diisopropyl ether and pentane at ambient temperature, the precipitate fo... Reactants: OC1=C(C2=CC(=CC=C2C=C1)O)N1N=C2C(=N1)C=CC=C2 (2(2,7-dihydroxynaphthyl) 2H-benzotriazole), [OH-].[Na+] (NaOH), C(C(=C)C)(=O)Cl (methacryloyl chloride). The solvent is O (water), C(Cl)(Cl)Cl (chloroform). Product: OC1=C(C2=CC(=CC=C2C=C1)OC(C(=C)C)=O)N1N=C2C(=N1)C=CC=C2 (2(2-hydroxy-7-methacryloxynaphthyl) 2H-benzotriazole). Isolated yield 40.0%. RXN SMILES: [OH:1][C:2]1[CH:11]=[CH:10][C:9]2[C:4](=[CH:5][C:6]([OH:12])=[CH:7][CH:8]=2)[C:3]=1[N:13]1[N:17]=[C:16]2[CH:18]=[CH:19][CH:20]=[CH:21][C:15]2=[N:14]1.[OH-].[Na+].[C:24](Cl)(=[O:28])[C:25]([CH3:27])=[CH2:26]>O.C(Cl)(Cl)Cl>[OH:1][C:2]1[CH:11]=[CH:10][C:9]2[C:4](=[CH:5][C:6]([O:12][C:24](=[O:28])[C:25]([CH3:27])=[CH2:26])=[CH:7][CH:8]=2)[C:3]=1[N:13]1[N:17]=[C:16]2[CH:18]=[CH:19][CH:20]=[CH:21][C:15]2=[N:14]1 |f:1.2|. Procedure details: To a solution of BDHN or 2(2,7-dihydroxynaphthyl) 2H-benzotriazole (5.0 g 18 m mol) and NaOH (0.8 g, 20 m mol) in water (100 ml) a solution of methacryloyl chloride (20 m mol, 4 ml) in chloroform (50 ml) was added dropwise with vigorous stirring. The mixture was stirred for 1 additional hour. The organic layer was separated and washed thoroughly with water before evaporation to yield a crude product that was recrystallized from carbon tetrachloride to give a yellow solid (2.5 g, 40% yield) of 2(... Starting materials: O (water), [N+](=O)([O-])C1=CC=C(C=C1)OC1=CC(=C(C=C1)F)Cl (3-chloro-4-fluorophenyl 4-nitrophenyl ether), [N+](=O)([O-])C1=CC=C(C=C1)OC1=CC(=C(C=C1)F)Cl (3-chloro-4-fluorophenyl 4-nitrophenyl ether), [Cl-].[NH4+] (ammonium chloride). The reagents and catalysts are [Fe] (Fe). Run in C1CCOC1.O (THF water). Yields the product ClC=1C=C(C=CC1F)OC1=CC=C(N)C=C1 (4-[(3-chloro-4-fluorophenyl)oxy]aniline). Isolated yield 97.6%. As a reaction SMILES: [N+:1]([C:4]1[CH:9]=[CH:8][C:7]([O:10][C:11]2[CH:16]=[CH:15][C:14]([F:17])=[C:13]([Cl:18])[CH:12]=2)=[CH:6][CH:5]=1)([O-])=O.[Cl-].[NH4+].O>C1COCC1.O.[Fe]>[Cl:18][C:13]1[CH:12]=[C:11]([O:10][C:7]2[CH:8]=[CH:9][C:4]([NH2:1])=[CH:5][CH:6]=2)[CH:16]=[CH:15][C:14]=1[F:17] |f:1.2,4.5|. Reported procedure: To a solution of 3-chloro-4-fluorophenyl 4-nitrophenyl ether (Intermediate 7, 2.48 g) in THF/water (40 mL/10 mL) was added Fe power (11.2 g, 200 mmol) and ammonium chloride (10.7 g, 200 mmol and the mixture was heated at reflux for 4 hours. After filtration, the solvent was concentrated to give a residue and poured into 50 mL of water. The mixture was extracted with ethyl acetate (3 times 50 mL) and the combined organic phases were washed and dried over magnesium sulphate. Removal of the solvent... The reactants are O (water), [Si](C)(C)(C(C)(C)C)O[C@@H]1CC(N(C1)C(=O)OC(C)(C)C)C1=CC(=CC=C1)F ((4R)-tert-butyl 4-(tert-butyldimethylsilyloxy)-2-(3-fluorophenyl)pyrrolidine-1-carboxylate), CCCC[N+](CCCC)(CCCC)CCCC.[F-] (TBAF), solution. The solvent is C1CCOC1 (THF), C1CCOC1 (THF). Reaction conditions: time 2 hour. The product is FC=1C=C(C=CC1)C1N(C[C@@H](C1)O)C(=O)OC(C)(C)C ((4R)-tert-butyl 2-(3-fluorophenyl)-4-hydroxypyrrolidine-1-carboxylate). RXN SMILES: [Si]([O:8][C@H:9]1[CH2:13][N:12]([C:14]([O:16][C:17]([CH3:20])([CH3:19])[CH3:18])=[O:15])[CH:11]([C:21]2[CH:26]=[CH:25][CH:24]=[C:23]([F:27])[CH:22]=2)[CH2:10]1)(C(C)(C)C)(C)C.CCCC[N+](CCCC)(CCCC)CCCC.[F-].O>C1COCC1>[F:27][C:23]1[CH:22]=[C:21]([CH:11]2[CH2:10][C@@H:9]([OH:8])[CH2:13][N:12]2[C:14]([O:16][C:17]([CH3:20])([CH3:19])[CH3:18])=[O:15])[CH:26]=[CH:25][CH:24]=1 |f:1.2|. Procedure: To a solution of (4R)-tert-butyl 4-(tert-butyldimethylsilyloxy)-2-(3-fluorophenyl)pyrrolidine-1-carboxylate (I-3) (18.1 g, 38.2 mmol) in THF (76 mL) at room temperature was added TBAF (50 mL of a 1.0 M solution in THF, 49.7 mmol). The mixture was stirred at room temperature for 2 hours then poured into water. The mixture was extracted with EtOAc, washed with water and brine, dried over sodium sulfate, filtered and concentrated. The mixture was purified by column chromatography on silica gel with... The reactants are CCCCCC (hexane), CCOC(=O)C (EtOAc), BrC=1C=C(C=CC1)NC1=NC=NC2=CC(=C(C=C12)[N+](=O)[O-])F (4-[(3-bromophenyl)amino]-7-fluoro-6-nitroquinazoline), CN(C)CCCCO (4-(N,N-dimethylamino]butan-1-ol). Run in C1CCOC1 (THF), C1CCOC1 (THF), C(Cl)Cl.CCCCCC (CH2Cl2 hexane), CO.CCOC(=O)C (MeOH EtOAc), C1CCOC1 (THF). Conditions: temperature 20 celsius, time 2 hour. Product: III, NC=1C=C2C(=NC=NC2=CC1OCCCCN(C)C)NC1=CC(=CC=C1)Br (6-amino-4-[(3-bromophenyl)amino]-7-[4-(N,N-dimethylamino)butyloxy]quinazoline). Isolated yield 32.7%. As a reaction SMILES: CCCCCC.[CH3:7][N:8]([CH2:10][CH2:11][CH2:12][CH2:13][OH:14])[CH3:9].[Br:15][C:16]1[CH:17]=[C:18]([NH:22][C:23]2[C:32]3[C:27](=[CH:28][C:29](F)=[C:30]([N+:33]([O-])=O)[CH:31]=3)[N:26]=[CH:25][N:24]=2)[CH:19]=[CH:20][CH:21]=1.CCOC(C)=O>C1COCC1.C(Cl)Cl.CCCCCC.CO.CCOC(C)=O>[NH2:33][C:30]1[CH:31]=[C:32]2[C:27](=[CH:28][C:29]=1[O:14][CH2:13][CH2:12][CH2:11][CH2:10][N:8]([CH3:9])[CH3:7])[N:26]=[CH:25][N:24]=[C:23]2[NH:22][C:18]1[CH:19]=[CH:20][CH:21]=[C:16]([Br:15])[CH:17]=1 |f:5.6,7.8|. Procedure: To a suspension of hexane prewashed sodium hydride (11.0 mmol, 440 mg of a 60% dispersion in mineral oil) in THF (20 mL) was cannulated a solution of 4-(N,N-dimethylamino]butan-1-ol (8.80 mmol, 1.03 g) in THF (30 mL). The resulting suspension was stirred at 20° C. under N2 for 2 hours and then cannulated into a solution of 4-[(3-bromophenyl)amino]-7-fluoro-6-nitroquinazoline (J Med Chem, 1996;39:918-928) (0.80 g, 2.20 mmol) in THF (30 mL) under N2. The dark red solution was then heated at reflux...